This data is from the Open Reaction Database (ORD), a public repository of structured organic reaction records. The task is: describe an organic reaction: reactants, conditions, products, and yield The reactants are N1N=CC(=C1)C=1C2=C(N=CN1)N(C=C2)COCC[Si](C)(C)C (4-(1H-pyrazol-4-yl)-7-{[2-(trimethylsilyl)ethoxy]methyl}-7H-pyrrolo[2,3-d]pyrimidine), C(C=CCCCC)#N (hept-2-enenitrile), N12CCCCCC2=NCCC1 (1,8-diazabicyclo[5.4.0]undec-7-ene). Solvent: C(C)#N (acetonitrile). Yields the product C[Si](CCOCN1C=CC2=C1N=CN=C2C=2C=NN(C2)C(CC#N)CCCC)(C)C (3-[4-(7-{[2-(trimethylsilyl)ethoxy]methyl}-7H-pyrrolo[2,3-d]pyrimidin-4-yl)-1H-pyrazol-1-yl]heptanenitrile). Yield: 85.5%. As a reaction SMILES: [NH:1]1[CH:5]=[C:4]([C:6]2[C:7]3[CH:14]=[CH:13][N:12]([CH2:15][O:16][CH2:17][CH2:18][Si:19]([CH3:22])([CH3:21])[CH3:20])[C:8]=3[N:9]=[CH:10][N:11]=2)[CH:3]=[N:2]1.[C:23](#[N:30])[CH:24]=[CH:25][CH2:26][CH2:27][CH2:28][CH3:29].N12CCCN=C1CCCCC2>C(#N)C>[CH3:20][Si:19]([CH3:22])([CH3:21])[CH2:18][CH2:17][O:16][CH2:15][N:12]1[C:8]2[N:9]=[CH:10][N:11]=[C:6]([C:4]3[CH:5]=[N:1][N:2]([CH:25]([CH2:26][CH2:27][CH2:28][CH3:29])[CH2:24][C:23]#[N:30])[CH:3]=3)[C:7]=2[CH:14]=[CH:13]1. Procedure: To a solution of 4-(1H-pyrazol-4-yl)-7-{[2-(trimethylsilyl)ethoxy]methyl}-7H-pyrrolo[2,3-d]pyrimidine (6.1 g, 19 mmol) in acetonitrile (58 mL) was added crude hept-2-enenitrile (2.6 g, 23 mmol), followed by 1,8-diazabicyclo[5.4.0]undec-7-ene (3.49 mL, 23.4 mmol). The resulting mixture was stirred at room temperature over the weekend and then evaporated to dryness. The residue was purified on silica gel, eluting with 0 to 50% of ethyl acetate in hexane, to give the desired product (6.90 g, 84%). ... The reactants are FC1=CC=C(C=C1)C#CCOC1=CC=C(C=C1)C1=NC=2N=C(N(C(C2N1COCC[Si](C)(C)C)=O)CCC)C1=CC(=CC=C1)C(F)(F)F (8-{4-[3-(4-Fluoro-phenyl)-prop-2-ynyloxy]-phenyl}-1-propyl-2-(3-trifluoromethyl-phenyl)-7-(2-trimethylsilanyl-ethoxymethyl)-1,7-dihydro-purin-6-one), Cl (HCl). Solvent: C(C)O (ethanol). Reaction conditions: temperature 85 celsius. Yields the product FC1=CC=C(C=C1)C#CCOC1=CC=C(C=C1)C1=NC=2N=C(N(C(C2N1)=O)CCC)C1=CC(=CC=C1)C(F)(F)F (8-{4-[3-(4-Fluoro-phenyl)-prop-2-ynyloxy]-phenyl}-1-propyl-2-(3-trifluoromethyl-phenyl)-1,7-dihydro-purin-6-one). Isolated yield 46.3%. Reaction SMILES: [F:1][C:2]1[CH:7]=[CH:6][C:5]([C:8]#[C:9][CH2:10][O:11][C:12]2[CH:17]=[CH:16][C:15]([C:18]3[N:26](COCC[Si](C)(C)C)[C:25]4[C:24](=[O:35])[N:23]([CH2:36][CH2:37][CH3:38])[C:22]([C:39]5[CH:44]=[CH:43][CH:42]=[C:41]([C:45]([F:48])([F:47])[F:46])[CH:40]=5)=[N:21][C:20]=4[N:19]=3)=[CH:14][CH:13]=2)=[CH:4][CH:3]=1.Cl>C(O)C>[F:1][C:2]1[CH:7]=[CH:6][C:5]([C:8]#[C:9][CH2:10][O:11][C:12]2[CH:17]=[CH:16][C:15]([C:18]3[NH:26][C:25]4[C:24](=[O:35])[N:23]([CH2:36][CH2:37][CH3:38])[C:22]([C:39]5[CH:44]=[CH:43][CH:42]=[C:41]([C:45]([F:48])([F:46])[F:47])[CH:40]=5)=[N:21][C:20]=4[N:19]=3)=[CH:14][CH:13]=2)=[CH:4][CH:3]=1. Reported procedure: A mixture of 8-{4-[3-(4-Fluoro-phenyl)-prop-2-ynyloxy]-phenyl}-1-propyl-2-(3-trifluoromethyl-phenyl)-7-(2-trimethylsilanyl-ethoxymethyl)-1,7-dihydro-purin-6-one (0.056 g, 0.083 mmol), 2N HCl (2 ml), ethanol (2 ml) was heated at 85° C. for 2 hours. The mixture was cooled and the solvent was evaporated. The residue was washed with n-pentane to obtain 8-{4-[3-(4-Fluoro-phenyl)-prop-2-ynyloxy]-phenyl}-1-propyl-2-(3-trifluoromethyl-phenyl)-1,7-dihydro-purin-6-one (0.021 g, 46%) as an off white solid. The reactants are CNCc1ccccc1, O=[N+]([O-])c1ccc(F)c(F)c1, [K+], [K+], O=C([O-])[O-], CN(C)C=O. The product is CN(Cc1ccccc1)c1ccc([N+](=O)[O-])cc1F. As a reaction SMILES: [CH2:12]([c:13]1[cH:14][cH:15][cH:16][cH:17][cH:18]1)[NH:19][CH3:20].[F:1][c:2]1[c:3]([F:11])[cH:4][c:5]([N+:8](=[O:9])[O-:10])[cH:6][cH:7]1.[K+:21].[K+:22].[O-:23][C:24]([O-:25])=[O:26].[O:27]=[CH:28][N:29]([CH3:30])[CH3:31]>>[c:2]1([N:19]([CH2:12][c:13]2[cH:14][cH:15][cH:16][cH:17][cH:18]2)[CH3:20])[c:3]([F:11])[cH:4][c:5]([N+:8](=[O:9])[O-:10])[cH:6][cH:7]1.